describe an organic reaction: reactants, conditions, products, and yield From a dataset of the Open Reaction Database (ORD), a public repository of structured organic reaction records. Starting materials: O (water), ( 679.7 ), CC(COC=1C=C(C=CC1OCC(CC)C)C1=CC(=C(C=C1)OCC(CC)C)OCC(CC)C)CC (3,3′,4,4′-tetra(2-methylbutyloxy)biphenyl), BrN1C(CCC1=O)=O (N-bromosuccinimide). Run in C(C)(=O)OCC (ethyl acetate), C(C)(=O)OCC (ethyl acetate). Conditions: temperature 2.5 celsius, time 4 hour. Product: BrC1=C(C=C(C(=C1)OCC(CC)C)OCC(CC)C)C1=CC(=C(C=C1)OCC(CC)C)OCC(CC)C (2-bromo-4,5,3′,4′-tetra(2-methylbutyloxy)biphenyl). Yield: 92.0%. RXN SMILES: [CH3:1][CH:2]([CH2:35][CH3:36])[CH2:3][O:4][C:5]1[CH:6]=[C:7]([C:17]2[CH:22]=[CH:21][C:20]([O:23][CH2:24][CH:25]([CH3:28])[CH2:26][CH3:27])=[C:19]([O:29][CH2:30][CH:31]([CH3:34])[CH2:32][CH3:33])[CH:18]=2)[CH:8]=[CH:9][C:10]=1[O:11][CH2:12][CH:13]([CH3:16])[CH2:14][CH3:15].[Br:37]N1C(=O)CCC1=O.O>C(OCC)(=O)C>[Br:37][C:22]1[CH:21]=[C:20]([O:23][CH2:24][CH:25]([CH3:28])[CH2:26][CH3:27])[C:19]([O:29][CH2:30][CH:31]([CH3:34])[CH2:32][CH3:33])=[CH:18][C:17]=1[C:7]1[CH:8]=[CH:9][C:10]([O:11][CH2:12][CH:13]([CH3:16])[CH2:14][CH3:15])=[C:5]([O:4][CH2:3][CH:2]([CH3:1])[CH2:35][CH3:36])[CH:6]=1. Procedure details: 339 g (679.7) mmol of 3,3′,4,4′-tetra(2-methylbutyloxy)biphenyl were dissolved in 800 ml of ethyl acetate. 120.98 g (679.7 mmol) of N-bromosuccinimide were then added in solid form over a period of 15 minutes under protective gas, in the absence of light and with cooling to 0-5° C. The suspension was slowly warmed to room temperature under a blanket of protective gas and was then stirred vigorously at room temperature for 4 hours. 500 ml of ethyl acetate and 300 ml of water were added, the phase... Reactants: COc1cccc(O)c1, CCOC(C)=O, Nc1cccc(Nc2cc(Cl)ncn2)n1, [K+], [K+], O=C([O-])[O-], CN(C)C=O. Yields the product COc1cccc(Oc2cc(Nc3cccc(N)n3)ncn2)c1. Reaction SMILES: [CH3:16][O:17][c:18]1[cH:19][cH:20][cH:21][c:22]([OH:23])[cH:24]1.[CH3:36][CH2:37][O:38][C:39]([CH3:40])=[O:41].[Cl:1][c:2]1[cH:3][c:4]([NH:8][c:9]2[n:10][c:11]([NH2:15])[cH:12][cH:13][cH:14]2)[n:5][cH:6][n:7]1.[K+:25].[K+:26].[O-:27][C:28]([O-:29])=[O:30].[O:31]=[CH:32][N:33]([CH3:34])[CH3:35]>>[c:2]1([O:23][c:22]2[cH:21][cH:20][cH:19][c:18]([O:17][CH3:16])[cH:24]2)[cH:3][c:4]([NH:8][c:9]2[n:10][c:11]([NH2:15])[cH:12][cH:13][cH:14]2)[n:5][cH:6][n:7]1. Starting materials: CC(=O)O, O=C1Nc2ccc(I)cc2C1=O, NNC(=O)c1ccc(Oc2ccccc2)cc1. The product is O=C1Nc2ccc(I)cc2C1=NNC(=O)c1ccc(Oc2ccccc2)cc1. As a reaction SMILES: [CH3:30][C:31](=[O:32])[OH:33].[I:1][c:2]1[cH:3][c:4]2[c:8]([cH:9][cH:10]1)[NH:7][C:6](=[O:11])[C:5]2=[O:12].[O:13]([c:14]1[cH:15][cH:16][cH:17][cH:18][cH:19]1)[c:20]1[cH:21][cH:22][c:23]([C:24](=[O:25])[NH:26][NH2:27])[cH:28][cH:29]1>>[I:1][c:2]1[cH:3][c:4]2[c:8]([cH:9][cH:10]1)[NH:7][C:6](=[O:11])[C:5]2=[N:27][NH:26][C:24]([c:23]1[cH:22][cH:21][c:20]([O:13][c:14]2[cH:15][cH:16][cH:17][cH:18][cH:19]2)[cH:29][cH:28]1)=[O:25]. Reactants: C(#N)CCC=NNC1=CC=C(C=C1)CS(=O)(=O)N (4-[2-(3-Cyanopropylidene)hydrazino]benzenemethanesulphonamide), polyphosphate ester. Solvent: C(Cl)(Cl)Cl (chloroform). Product: C(#N)CC1=CNC2=CC=C(C=C12)CS(=O)(=O)N (3-(Cyanomethyl)-1H-indole-5-methanesulphonamide). The yield is 22.1%. RXN SMILES: C(CCC=N[NH:7][C:8]1[CH:13]=[CH:12][C:11]([CH2:14][S:15]([NH2:18])(=[O:17])=[O:16])=[CH:10][CH:9]=1)#N>C(Cl)(Cl)Cl>[C:8]([CH2:9][C:10]1[C:9]2[C:8](=[CH:13][CH:12]=[C:11]([CH2:14][S:15]([NH2:18])(=[O:16])=[O:17])[CH:10]=2)[NH:7][CH:11]=1)#[N:7]. Procedure: A suspension of the product of stage (a) (3.1 g) and polyphosphate ester (30 g) in chloroform (60 ml) was heated at reflux for 10 min then poured onto ice and extracted with chloroform (4×20 ml). The combined organic extracts were dried, the solvent evaporated and the resulting oil purified by chromatography (G) to give the title compound as a yellow solid (0.32 g), m.p. 184°-185°. Reactants: COC1=CC=C(CN(C2=NC=C(C=N2)C=2C3=C(N=C(N2)N2CCOCC2)N(CC3)C3=CC=C(C=C3)CCC(=O)O)CC3=CC=C(C=C3)OC)C=C1 (3-[4-(4-{2-[bis-(4-methoxy-benzyl)-amino]-pyrimidin-5-yl}-2-morpholin-4-yl-5,6-dihydro-pyrrolo[2,3-d]pyrimidin-7-yl)-phenyl]-propionic acid), N1(CCNCC1)CCO (2-piperazin-1-yl-ethanol), 1-D-19, 3-[4-(4-{2-[bis-(4-methoxy-benzyl)-amino]-pyrimidin-5-yl}-2-morpholin-4-yl-5,6-dihydro-pyrrolo[2,3-d]pyrimidin-7-yl)-phenyl]-1-[4-(2-hydroxy-ethyl)-piperazin-1-yl]-propan-1-one. The product is NC1=NC=C(C=N1)C=1C2=C(N=C(N1)N1CCOCC1)N(CC2)C2=CC=C(C=C2)CCC(=O)N2CCN(CC2)CCO (3-{4-[4-(2-Amino-pyrimidin-5-yl)-2-morpholin-4-yl-5,6-dihydro-pyrrolo[2,3-d]pyrimidin-7-yl]-phenyl}-1-[4-(2-hydroxy-ethyl)-piperazin-1-yl]-propan-1-one). Yield: 24.6%. As a reaction SMILES: COC1C=CC(C[N:8](CC2C=CC(OC)=CC=2)[C:9]2[N:14]=[CH:13][C:12]([C:15]3[C:16]4[CH2:29][CH2:28][N:27]([C:30]5[CH:35]=[CH:34][C:33]([CH2:36][CH2:37][C:38](O)=[O:39])=[CH:32][CH:31]=5)[C:17]=4[N:18]=[C:19]([N:21]4[CH2:26][CH2:25][O:24][CH2:23][CH2:22]4)[N:20]=3)=[CH:11][N:10]=2)=CC=1.[N:52]1([CH2:58][CH2:59][OH:60])[CH2:57][CH2:56][NH:55][CH2:54][CH2:53]1>>[NH2:8][C:9]1[N:14]=[CH:13][C:12]([C:15]2[C:16]3[CH2:29][CH2:28][N:27]([C:30]4[CH:35]=[CH:34][C:33]([CH2:36][CH2:37][C:38]([N:55]5[CH2:56][CH2:57][N:52]([CH2:58][CH2:59][OH:60])[CH2:53][CH2:54]5)=[O:39])=[CH:32][CH:31]=4)[C:17]=3[N:18]=[C:19]([N:21]3[CH2:22][CH2:23][O:24][CH2:25][CH2:26]3)[N:20]=2)=[CH:11][N:10]=1. Procedure: Using 3-[4-(4-{2-[bis-(4-methoxy-benzyl)-amino]-pyrimidin-5-yl}-2-morpholin-4-yl-5,6-dihydro-pyrrolo[2,3-d]pyrimidin-7-yl)-phenyl]-propionic acid (100 mg) obtained in Step A in Example 1-D-168 and 2-piperazin-1-yl-ethanol (23 mg) instead of 3-(aminomethyl)pyridine, in the same manner as Step B in Example 1-D-19, 3-[4-(4-{2-[bis-(4-methoxy-benzyl)-amino]-pyrimidin-5-yl}-2-morpholin-4-yl-5,6-dihydro-pyrrolo[2,3-d]pyrimidin-7-yl)-phenyl]-1-[4-(2-hydroxy-ethyl)-piperazin-1-yl]-propan-1-one was obtai... Starting materials: S(=O)(=O)(C1=CC=C(C)C=C1)N1CC2=CC=CC=C2C(C1)=O (N-tosyl-4-oxo-1,2,3,4-tetrahydroisoquinoline), C(C)OP(OCC)(=O)C(=C)P(OCC)(OCC)=O (ethenylidenebisphosphonic acid tetraethyl ester), C1CCC2=NCCCN2CC1 (DBU), C1CCOC1 (THF). Run in C(C)(=O)OCC (ethyl acetate), CCOCC (ether). Run at time 8 hour. Product: C(C)OP(OCC)(=O)C(CC(C(=O)NC1=CC=CC=C1)C(C1=CC=CC=C1)=O)P(OCC)(OCC)=O ((4-Anilino-3-benzoyl-4-oxobutylidene)bisphosphonic acid tetraethyl ester). As a reaction SMILES: S(N1[CH2:20][C:19](=[O:21])[C:18]2[C:13](=[CH:14][CH:15]=[CH:16][CH:17]=2)C1)(C1C=CC(C)=CC=1)(=O)=O.[CH2:22]([O:24][P:25]([C:30]([P:32](=[O:39])([O:36][CH2:37][CH3:38])[O:33][CH2:34][CH3:35])=[CH2:31])(=[O:29])[O:26][CH2:27][CH3:28])[CH3:23].[CH2:40]1[CH2:50][CH2:49][N:48]2[C:43](=NCC[CH2:47]2)[CH2:42][CH2:41]1.C1C[O:54]CC1>C(OCC)(=O)C.CCOCC>[CH2:37]([O:36][P:32]([CH:30]([P:25](=[O:29])([O:26][CH2:27][CH3:28])[O:24][CH2:22][CH3:23])[CH2:31][CH:20]([C:19](=[O:21])[C:18]1[CH:13]=[CH:14][CH:15]=[CH:16][CH:17]=1)[C:47]([NH:48][C:43]1[CH:42]=[CH:41][CH:40]=[CH:50][CH:49]=1)=[O:54])(=[O:39])[O:33][CH2:34][CH3:35])[CH3:38]. Reported procedure: The amide (II, 2.50 g), ethenylidenebisphosphonic acid tetraethyl ester (I, 3.00 g), and DBU (0.25 ml) are heated to 50° C. in THF (20 ml) for 30 min. The reaction is cooled, diluted with ethyl acetate, washed with hydrochloric acid (1N), saturated sodium bicarbonate, and saline, then dried with magnesium sulfate, and concentrated under reduced pressure. The crude material is chromatographed eluting with ethyl acetate. The compound is left overnight on the bench whereupon a solid formed. This is... Yields the product CC(=O)CC(=O)c1ccccn1. Starting materials: CC(C)=O, C[O-], [Na+], C1CCOC1, COC(=O)c1ccccn1. As a reaction SMILES: [CH3:14][C:15]([CH3:16])=[O:17].[CH3:1][O-:2].[Na+:3].[O:18]1[CH2:19][CH2:20][CH2:21][CH2:22]1.[c:4]1([C:10]([O:12][CH3:11])=[O:13])[cH:5][cH:6][cH:7][cH:8][n:9]1>>[c:4]1([C:10](=[O:12])[CH2:14][C:15]([CH3:16])=[O:17])[cH:5][cH:6][cH:7][cH:8][n:9]1. Reactants: CC(CCN)C (3-Methylbutylamine), C(#N)C=1C(=NOC1N=COCC)C (4-cyano-5-ethoxymethyleneamino-3-methylisoxazole), [O-]CC.[Na+] (sodium ethoxide), [Na] (sodium). Run in O (water), C(C)O (ethanol), C(C)O (ethanol). Conditions: time 4 hour. The product is CC1=NOC2=NC=NC(=C21)NCCC(C)C (3-methyl-4(3-methylbutylamino)isoxazolo [5,4-d] pyrimidine). The yield is 61.4%. As a reaction SMILES: [CH3:1][CH:2]([CH3:6])[CH2:3][CH2:4][NH2:5].[C:7]([C:9]1[C:10]([CH3:19])=[N:11][O:12][C:13]=1[N:14]=[CH:15]OCC)#[N:8].[O-]CC.[Na+].[Na]>C(O)C.O>[CH3:19][C:10]1[C:9]2[C:13](=[N:14][CH:15]=[N:8][C:7]=2[NH:5][CH2:4][CH2:3][CH:2]([CH3:6])[CH3:1])[O:12][N:11]=1 |f:2.3,^1:23|. Reported procedure: 3-Methylbutylamine (1.74 g) was added dropwise to a solution of 4-cyano-5-ethoxymethyleneamino-3-methylisoxazole (3.6 g, prepared as described by E C Taylor and E E Garcia, J. Org. Chem., 1964, 29, 2116) in ethanol (30 ml). The mixture was stirred for ten minutes* at room temperature, treated with a solution of sodium ethoxide** (from 0.46 g sodium) in ethanol (10 ml) and refluxed*** for four hours. It was then cooled and diluted with water. The precipitate**** was dried and recrystallised from ... The reactants are COCCCc1ccc(N2CCC3(CCC4(CC3)OCCO4)C2=O)cc1, Cl, C1CCOC1. Product: COCCCc1ccc(N2CCC3(CCC(=O)CC3)C2=O)cc1. RXN SMILES: [CH3:1][O:2][CH2:3][CH2:4][CH2:5][c:6]1[cH:7][cH:8][c:9]([N:12]2[C:13](=[O:26])[C:14]3([CH2:15][CH2:16][C:17]4([O:18][CH2:21][CH2:20][O:19]4)[CH2:22][CH2:23]3)[CH2:24][CH2:25]2)[cH:10][cH:11]1.[ClH:27].[O:28]1[CH2:29][CH2:30][CH2:31][CH2:32]1>>[CH3:1][O:2][CH2:3][CH2:4][CH2:5][c:6]1[cH:7][cH:8][c:9]([N:12]2[C:13](=[O:26])[C:14]3([CH2:15][CH2:16][C:17](=[O:18])[CH2:22][CH2:23]3)[CH2:24][CH2:25]2)[cH:10][cH:11]1.